From a dataset of the Open Reaction Database (ORD), a public repository of structured organic reaction records. describe an organic reaction: reactants, conditions, products, and yield The reactants are O=C([O-])[O-], CCN1CCNCC1, COC(=O)c1ccc(F)cc1, CC(C)C(N)=O, [K+], [K+]. Yields the product CCN1CCN(c2ccc(C(=O)OC)cc2)CC1. RXN SMILES: [C:20](=[O:21])([O-:22])[O-:23].[CH2:12]([CH3:13])[N:14]1[CH2:15][CH2:16][NH:17][CH2:18][CH2:19]1.[CH3:1][O:2][C:3]([c:4]1[cH:5][cH:6][c:7]([F:10])[cH:8][cH:9]1)=[O:11].[CH3:26][CH:27]([CH3:28])[C:29]([NH2:30])=[O:31].[K+:24].[K+:25]>>[CH3:1][O:2][C:3]([c:4]1[cH:5][cH:6][c:7]([N:17]2[CH2:16][CH2:15][N:14]([CH2:12][CH3:13])[CH2:19][CH2:18]2)[cH:8][cH:9]1)=[O:11]. The reactants are C(C(=C)C)(=O)OC (methyl methacrylate), C(CCC)O (n-butanol), [C-]#N.[K+] (potassium cyanide), COC1=CC=C(O)C=C1 (hydroquinone monomethyl ether), C(C(=C)C)(=O)OC.CO (methyl methacrylate methanol). Conditions: temperature 75 celsius, time 4 hour. Product: C(C(=C)C)(=O)OCCCC (n-butyl methacrylate). As a reaction SMILES: [C:1]([O:6][CH3:7])(=[O:5])[C:2]([CH3:4])=[CH2:3].[CH2:8](O)[CH2:9][CH2:10]C.[C-]#N.[K+].COC1C=CC(O)=CC=1.C(OC)(=O)C(C)=C.CO>>[C:1]([O:6][CH2:7][CH2:8][CH2:9][CH3:10])(=[O:5])[C:2]([CH3:4])=[CH2:3] |f:2.3,5.6|. Reported procedure: 400 g of methyl methacrylate (4 mole), 148 g of n-butanol (2 mole), 2.74 g of potassium cyanide (0.5%) and 0.137 g of hydroquinone monomethyl ether (250 ppm) are added to a 1 liter round-bottomed flask. The batch is heated to approximately 75° C. by conducting air through, and at a temperature of 65° C. at the head of the column, the methyl methacrylate/methanol-azeotrope is distilled-off by way of a 1 m vigreux column. After 4 hours, the trans-esterification is finished. After cooling of the fl...